This data is from the Open Reaction Database (ORD), a public repository of structured organic reaction records. The task is: describe an organic reaction: reactants, conditions, products, and yield The reactants are Cc1cccc(CBr)c1C(=O)Br, CC(C)(C)O, CCCCCCC. Yields the product Cc1cccc(CBr)c1C(=O)OC(C)(C)C. As a reaction SMILES: [Br:1][CH2:2][c:3]1[c:4]([C:5](=[O:6])[Br:7])[c:8]([CH3:12])[cH:9][cH:10][cH:11]1.[CH3:13][C:14]([CH3:15])([CH3:16])[OH:17].[CH3:18][CH2:19][CH2:20][CH2:21][CH2:22][CH2:23][CH3:24]>>[Br:1][CH2:2][c:3]1[c:4]([C:5](=[O:6])[O:17][C:14]([CH3:13])([CH3:15])[CH3:16])[c:8]([CH3:12])[cH:9][cH:10][cH:11]1. The reactants are C([O-])(O)=O.[Na+] (sodium bicarbonate), C(=O)O (Formic acid), C(C)(=O)OC(C)=O (acetic anhydride), Cl.NCC1=CC=C(C(=N1)N1CCN(CC1)C(=O)OC(C)(C)C)C(=O)OC (tert-butyl 4-[6-(aminomethyl)-3-(methoxycarbonyl)pyridin-2-yl]piperazine-1-carboxylate hydrochloride). Run in C(Cl)Cl (methylene chloride). Reaction conditions: time 48 hour. Yields the product C(=O)NCC1=CC=C(C(=N1)N1CCN(CC1)C(=O)OC(C)(C)C)C(=O)OC (tert-Butyl 4-{6-[(formylamino)methyl]-3-(methoxycarbonyl)pyridin-2-yl}piperazine-1-carboxylate). The yield is 99.6%. Reaction SMILES: [CH:1](O)=[O:2].C(OC(=O)C)(=O)C.Cl.[NH2:12][CH2:13][C:14]1[N:19]=[C:18]([N:20]2[CH2:25][CH2:24][N:23]([C:26]([O:28][C:29]([CH3:32])([CH3:31])[CH3:30])=[O:27])[CH2:22][CH2:21]2)[C:17]([C:33]([O:35][CH3:36])=[O:34])=[CH:16][CH:15]=1.C(=O)(O)[O-].[Na+]>C(Cl)Cl>[CH:1]([NH:12][CH2:13][C:14]1[N:19]=[C:18]([N:20]2[CH2:25][CH2:24][N:23]([C:26]([O:28][C:29]([CH3:32])([CH3:31])[CH3:30])=[O:27])[CH2:22][CH2:21]2)[C:17]([C:33]([O:35][CH3:36])=[O:34])=[CH:16][CH:15]=1)=[O:2] |f:2.3,4.5|. Reported procedure: Formic acid (2.2 mL, 58 mmol) and acetic anhydride (5.2 mL, 58 mmol) were stirred at room temperature for 1 hour. The mixture was added dropwise to a solution of tert-butyl 4-[6-(aminomethyl)-3-(methoxycarbonyl)pyridin-2-yl]piperazine-1-carboxylate hydrochloride (4.9 g, 13 mmol) in methylene chloride (90 mL) at 0° C. and stirred for 48 hours. Evaporation gave the crude material which was treated with sodium bicarbonate and extracted with methylene chloride to give the desired compound (4.9 g, 10... Reactants: BrCc1ccccc1, CC(C)(C)OC(=O)N1CCC(n2ncc3c(Oc4ccc(S(C)(=O)=O)cc4)ncnc32)CC1, ClCCl, O, O=C(O)C(F)(F)F. Product: CS(=O)(=O)c1ccc(Oc2ncnc3c2cnn3C2CCN(Cc3ccccc3)CC2)cc1. RXN SMILES: [Br:41][CH2:42][c:43]1[cH:44][cH:45][cH:46][cH:47][cH:48]1.[C:1]([O:2][C:6](=[O:3])[N:8]1[CH2:9][CH2:10][CH:11]([n:14]2[n:15][cH:16][c:17]3[c:18]2[n:19][cH:20][n:21][c:22]3[O:23][c:24]2[cH:25][cH:26][c:27]([S:30](=[O:31])(=[O:32])[CH3:33])[cH:28][cH:29]2)[CH2:12][CH2:13]1)([CH3:4])([CH3:5])[CH3:7].[Cl:50][CH2:51][Cl:52].[OH2:49].[OH:34][C:35]([C:36]([F:37])([F:38])[F:39])=[O:40]>>[CH2:6]([N:8]1[CH2:9][CH2:10][CH:11]([n:14]2[n:15][cH:16][c:17]3[c:18]2[n:19][cH:20][n:21][c:22]3[O:23][c:24]2[cH:25][cH:26][c:27]([S:30](=[O:31])(=[O:32])[CH3:33])[cH:28][cH:29]2)[CH2:12][CH2:13]1)[c:43]1[cH:44][cH:45][cH:46][cH:47][cH:48]1. The reactants are CC(c1ccc(Br)cc1Cl)C(O)(c1ccc2oc(=O)n(C)c2c1)C(F)(F)F, O=C([O-])[O-], CC(=O)[O-], COC(=O)c1ccc(Cl)nc1, [K+], [Na+], [Na+], C1COCCO1, O, Cl[Pd]Cl, c1ccc(P(c2ccccc2)c2ccccc2)cc1, c1ccc(P(c2ccccc2)c2ccccc2)cc1. Yields the product COC(=O)c1ccc(-c2ccc(C(C)C(O)(c3ccc4oc(=O)n(C)c4c3)C(F)(F)F)c(Cl)c2)nc1. RXN SMILES: [Br:1][c:2]1[cH:3][c:4]([Cl:27])[c:5]([CH:8]([C:9]([C:10]([F:11])([F:12])[F:13])([OH:14])[c:15]2[cH:16][cH:17][c:18]3[c:19]([n:20]([CH3:24])[c:21](=[O:23])[o:22]3)[cH:25]2)[CH3:26])[cH:6][cH:7]1.[C:44](=[O:45])([O-:46])[O-:47].[CH3:29][C:30](=[O:31])[O-:32].[CH3:33][O:34][C:35]([c:36]1[cH:37][n:38][c:39]([Cl:42])[cH:40][cH:41]1)=[O:43].[K+:28].[Na+:48].[Na+:49].[O:50]1[CH2:51][CH2:52][O:53][CH2:54][CH2:55]1.[OH2:97].[Pd:56]([Cl:57])[Cl:58].[c:59]1([P:60]([c:61]2[cH:62][cH:63][cH:64][cH:65][cH:66]2)[c:67]2[cH:68][cH:69][cH:70][cH:71][cH:72]2)[cH:73][cH:74][cH:75][cH:76][cH:77]1.[c:78]1([P:79]([c:80]2[cH:81][cH:82][cH:83][cH:84][cH:85]2)[c:86]2[cH:87][cH:88][cH:89][cH:90][cH:91]2)[cH:92][cH:93][cH:94][cH:95][cH:96]1>>[c:2]1(-[c:39]2[n:38][cH:37][c:36]([C:35]([O:34][CH3:33])=[O:43])[cH:41][cH:40]2)[cH:3][c:4]([Cl:27])[c:5]([CH:8]([C:9]([C:10]([F:11])([F:12])[F:13])([OH:14])[c:15]2[cH:16][cH:17][c:18]3[c:19]([n:20]([CH3:24])[c:21](=[O:23])[o:22]3)[cH:25]2)[CH3:26])[cH:6][cH:7]1. Reactants: [Li]CCCC (n-BuLi), C(OC1=C(C(=C(C=C1)F)C(C)(C)C)F)([O-])=O (tert-butyl(2,4-difluorophenyl) carbonate), C1CCOC1 (THF), CON(C(=O)C=1C=C2N=CC=NC2=CC1)C (N-methoxy-N-methylquinoxaline-6-carboxamide), C1CCOC1 (THF). Reaction conditions: temperature -78 celsius, time 30 minute. Product: C(OC(C)(C)C)(OC1=C(C(=C(C=C1)F)C(=O)C=1C=C2N=CC=NC2=CC1)F)=O (tert-butyl (2,4-difluoro-3-(quinoxaline-6-carbonyl)phenyl) carbonate). Yield: 30.3%. Reaction SMILES: [C:1](=[O:16])([O-:15])[O:2][C:3]1[CH:8]=[CH:7][C:6]([F:9])=[C:5](C(C)(C)C)[C:4]=1[F:14].[Li]C[CH2:19][CH2:20][CH3:21].CON(C)[C:25]([C:27]1[CH:28]=[C:29]2[C:34](=[CH:35][CH:36]=1)[N:33]=[CH:32][CH:31]=[N:30]2)=[O:26].[CH2:38]1COCC1>>[C:1](=[O:16])([O:2][C:3]1[CH:8]=[CH:7][C:6]([F:9])=[C:5]([C:25]([C:27]2[CH:28]=[C:29]3[C:34](=[CH:35][CH:36]=2)[N:33]=[CH:32][CH:31]=[N:30]3)=[O:26])[C:4]=1[F:14])[O:15][C:20]([CH3:19])([CH3:21])[CH3:38]. Procedure: To a solution of tert-butyl(2,4-difluorophenyl) carbonate (2.3 g, 10 mmol, 1.2 eq.) in THF (50 mL) cooled at −78° C. was added n-BuLi (6.25 mL, 15 mmol, 1.8 eq.) dropwise. The resulting mixture was stirred at −78° C. for 30 min, then a solution of N-methoxy-N-methylquinoxaline-6-carboxamide (1.8 g, 8.7 mmol, 1.0 eq.) in THF (20 mL) was added dropwise. The resulting mixture was stirred at −78° C. for 1 h, then quenched by the addition of NH4Cl solution. The mixture was extracted with EA (50 mL×3)...